Dataset: the Open Reaction Database (ORD), a public repository of structured organic reaction records. Task: describe an organic reaction: reactants, conditions, products, and yield The reactants are BrC=1C(=C(C#N)C(=CC1)F)C (3-bromo-6-fluoro-2-methylbenzonitrile), C(CCC)[Sn](C=C)(CCCC)CCCC (tributyl(vinyl)tin), [Li+].[Cl-] (LiCl). The reagents and catalysts are C=1C=CC(=CC1)[P](C=2C=CC=CC2)(C=3C=CC=CC3)[Pd]([P](C=4C=CC=CC4)(C=5C=CC=CC5)C=6C=CC=CC6)([P](C=7C=CC=CC7)(C=8C=CC=CC8)C=9C=CC=CC9)[P](C=1C=CC=CC1)(C=1C=CC=CC1)C=1C=CC=CC1 (Pd(PPh3)4). Solvent: C1(=CC=CC=C1)C (toluene). Reaction conditions: temperature 105 celsius. Yields the product C(=C)C=1C(=C(C#N)C(=CC1)F)C (3-ethenyl-6-fluoro-2-methylbenzonitrile). As a reaction SMILES: Br[C:2]1[C:3]([CH3:11])=[C:4]([C:7]([F:10])=[CH:8][CH:9]=1)[C:5]#[N:6].[CH2:12]([Sn](CCCC)(CCCC)C=C)[CH2:13]CC.[Li+].[Cl-]>C1(C)C=CC=CC=1.C1C=CC([P]([Pd]([P](C2C=CC=CC=2)(C2C=CC=CC=2)C2C=CC=CC=2)([P](C2C=CC=CC=2)(C2C=CC=CC=2)C2C=CC=CC=2)[P](C2C=CC=CC=2)(C2C=CC=CC=2)C2C=CC=CC=2)(C2C=CC=CC=2)C2C=CC=CC=2)=CC=1>[CH:12]([C:2]1[C:3]([CH3:11])=[C:4]([C:7]([F:10])=[CH:8][CH:9]=1)[C:5]#[N:6])=[CH2:13] |f:2.3,^1:39,41,60,79|. Procedure details: A mixture of 3-bromo-6-fluoro-2-methylbenzonitrile (8.8 g, 41 mmol), tributyl(vinyl)tin (14.3 g, 45.2 mmol), LiCl (5.20 g, 123 mmol) and Pd(PPh3)4 (2.3 g, 2.0 mmol) in toluene (200 mL) was heated at 100-110° C. under N2 overnight. The mixture was concentrated and the residue was purified by column chromatography to obtain 3-ethenyl-6-fluoro-2-methylbenzonitrile.